From a dataset of the Open Reaction Database (ORD), a public repository of structured organic reaction records. describe an organic reaction: reactants, conditions, products, and yield Reactants: CCN=C=NCCCN(C)C (WSC), C(C)NC(=O)C1=CC=C(C=C1)N1N=NC(=C1CCC1=CC=CC=C1)C(=O)O (1-{4-[(Ethylamino)carbonyl]phenyl}-5-(2-phenylethyl)-1H-1,2,3-triazole-4-carboxylic acid), C=1C=CC2=C(C1)N=NN2O (HOBt), C1(CC1)N (cyclopropylamine). The solvent is C(C)#N.CN(C)C=O (acetonitrile DMF). Reaction conditions: time 1.5 hour. The product is C1(CC1)NC(=O)C=1N=NN(C1CCC1=CC=CC=C1)C1=CC=C(C=C1)C(=O)NCC (N-cyclopropyl-1-{4-[(ethylamino)carbonyl]phenyl}-5-(2-phenylethyl)-1H-1,2,3-triazole-4-carboxamide). Isolated yield 189.2%. Reaction SMILES: [CH2:1]([NH:3][C:4]([C:6]1[CH:11]=[CH:10][C:9]([N:12]2[C:16]([CH2:17][CH2:18][C:19]3[CH:24]=[CH:23][CH:22]=[CH:21][CH:20]=3)=[C:15]([C:25]([OH:27])=O)[N:14]=[N:13]2)=[CH:8][CH:7]=1)=[O:5])[CH3:2].C1C=C[C:31]2N(O)N=[N:34][C:32]=2[CH:33]=1.C1(N)CC1.CCN=C=NCCCN(C)C>C(#N)C.CN(C=O)C>[CH:32]1([NH:34][C:25]([C:15]2[N:14]=[N:13][N:12]([C:9]3[CH:10]=[CH:11][C:6]([C:4]([NH:3][CH2:1][CH3:2])=[O:5])=[CH:7][CH:8]=3)[C:16]=2[CH2:17][CH2:18][C:19]2[CH:20]=[CH:21][CH:22]=[CH:23][CH:24]=2)=[O:27])[CH2:33][CH2:31]1 |f:4.5|. Procedure details: 1-{4-[(Ethylamino)carbonyl]phenyl}-5-(2-phenylethyl)-1H-1,2,3-triazole-4-carboxylic acid (501 mg, 1.37 mmol) obtained in Example 98b), HOBt (93.8 mg, 0.687 mmol, 0.5 eq.) and cyclopropylamine (0.128 ml, 1.79 mmol, 1.3 eq.) were dissolved in acetonitrile-DMF (2:1, 7.5 ml), WSC (323 mg, 1.65 mmol, 1.2 eq.) was added, and the mixture was stirred at room temperature for 1.5 hr. The reaction mixture was concentrated, and the residue was diluted with ethyl acetate (40 ml) and washed with 2% aqueous so... Starting materials: CCCn1nc(C(=O)OCC)cc1CC1CCOCC1, CC(=O)O, CO, [Li+], [OH-], O, O. Yields the product CCCn1nc(C(=O)O)cc1CC1CCOCC1. As a reaction SMILES: [CH2:4]([CH2:5][CH3:6])[n:7]1[n:8][c:9]([C:19](=[O:20])[O:21][CH2:22][CH3:23])[cH:10][c:11]1[CH2:12][CH:13]1[CH2:14][CH2:15][O:16][CH2:17][CH2:18]1.[CH3:24][C:25](=[O:26])[OH:27].[CH3:28][OH:29].[Li+:3].[OH-:2].[OH2:1].[OH2:30]>>[CH2:4]([CH2:5][CH3:6])[n:7]1[n:8][c:9]([C:19](=[O:20])[OH:21])[cH:10][c:11]1[CH2:12][CH:13]1[CH2:14][CH2:15][O:16][CH2:17][CH2:18]1.